From a dataset of the Open Reaction Database (ORD), a public repository of structured organic reaction records. describe an organic reaction: reactants, conditions, products, and yield Reactants: ClC1=CC=C(C=C1)C1(CCN(CC1)CCC=C1CC2=C(OC3=NC=CC=C31)C=CC=C2OCC(NO)=N)O (4-(4-Chlorophenyl)-1-[3-(7-hydroxyamidinomethoxy-5,11-dihydro[1]benzoxepino[2,3-b]pyridin-5-ylidene)propyl]piperidin-4-ol), C(=S)(N1C=NC=C1)N1C=NC=C1 (thiocarbonyldiimidazole), O (Water), C(C)(=O)OCC (ethyl acetate). The solvent is C1CCOC1 (THF). Conditions: time 30 minute. Product: ClC1=CC=C(C=C1)C1(CCN(CC1)CCC=C1CC2=C(OC3=NC=CC=C31)C=CC=C2OCC2NSC(N2)=O)O (4-(4-Chlorophenyl)-1-[3-(5,11-dihydro-7-(2,5-dihydro-5-oxo-4H-1,2,4-thiadiazol-3-yl)methyloxy[1]benzoxepino[2,3-b]pyridin-5-ylidene)propyl]piperidin-4-ol). RXN SMILES: [Cl:1][C:2]1[CH:7]=[CH:6][C:5]([C:8]2([OH:38])[CH2:13][CH2:12][N:11]([CH2:14][CH2:15][CH:16]=[C:17]3[C:27]4[C:22](=[N:23][CH:24]=[CH:25][CH:26]=4)[O:21][C:20]4[CH:28]=[CH:29][CH:30]=[C:31]([O:32][CH2:33][C:34](=[NH:37])[NH:35]O)[C:19]=4[CH2:18]3)[CH2:10][CH2:9]2)=[CH:4][CH:3]=1.[C:39](N1C=CN=C1)(N1C=CN=C1)=[S:40].O.C(OCC)(=[O:54])C>C1COCC1>[Cl:1][C:2]1[CH:7]=[CH:6][C:5]([C:8]2([OH:38])[CH2:13][CH2:12][N:11]([CH2:14][CH2:15][CH:16]=[C:17]3[C:27]4[C:22](=[N:23][CH:24]=[CH:25][CH:26]=4)[O:21][C:20]4[CH:28]=[CH:29][CH:30]=[C:31]([O:32][CH2:33][CH:34]5[NH:37][C:39](=[O:54])[S:40][NH:35]5)[C:19]=4[CH2:18]3)[CH2:10][CH2:9]2)=[CH:4][CH:3]=1. Procedure: To a solution of the product of Example 407 (700 mg) in THF (20 ml) was added thiocarbonyldiimidazole (280 mg) and the mixture was stirred at room temperature for 30 minutes. Water and ethyl acetate were added to the reaction mixture. The organic layer was extracted, and the solvent was distilled off under reduced pressure. To the residue were added THF (50 ml) and boron trifluoride diethyl etherate (0.8 ml), and the mixture was stirred at room temperature for 1 hour. Chloroform, 2-propanol and ...